The task is: describe an organic reaction: reactants, conditions, products, and yield. This data is from the Open Reaction Database (ORD), a public repository of structured organic reaction records. Procedure details: A solution of tert-butyl 2-[3-(2,2-dimethylpropionylamino)-2-methoxycarbonylphenylethynyl]-pyrrolidine-1-carboxylate (Intermediate 38, 3.71 g) in ethanol (100 mL) was treated with 10% palladium on carbon (0.50 g) and stirred under an atmosphere of hydrogen for 4 hours. The mixture was filtered and the filtrate was concentrated in vacuo. The residue was purified by chromatography on silica, eluting with a mixture of ethyl acetate and cyclohexane with a gradient of 0-20% to give tert-butyl 2-{2-[3... Run at time 4 hour. Starting materials: CC(C(=O)NC=1C(=C(C=CC1)C#CC1N(CCC1)C(=O)OC(C)(C)C)C(=O)OC)(C)C (tert-butyl 2-[3-(2,2-dimethylpropionylamino)-2-methoxycarbonylphenylethynyl]-pyrrolidine-1-carboxylate), CC(C(=O)NC=1C(=C(C=CC1)C#CC1N(CCC1)C(=O)OC(C)(C)C)C(=O)OC)(C)C (tert-butyl 2-[3-(2,2-dimethylpropionylamino)-2-methoxycarbonylphenylethynyl]-pyrrolidine-1-carboxylate). Run in C(C)O (ethanol). Yield: 85.7%. Product: CC(C(=O)NC=1C(=C(C=CC1)CCC1N(CCC1)C(=O)OC(C)(C)C)C(=O)OC)(C)C (tert-butyl 2-{2-[3-(2,2-dimethylpropionylamino)-2-methoxycarbonyl-phenyl]-ethyl}-pyrrolidine-1-carboxylate). RXN SMILES: [CH3:1][C:2]([CH3:31])([CH3:30])[C:3]([NH:5][C:6]1[C:7]([C:26]([O:28][CH3:29])=[O:27])=[C:8]([C:12]#[C:13][CH:14]2[CH2:18][CH2:17][CH2:16][N:15]2[C:19]([O:21][C:22]([CH3:25])([CH3:24])[CH3:23])=[O:20])[CH:9]=[CH:10][CH:11]=1)=[O:4]>C(O)C.[Pd]>[CH3:1][C:2]([CH3:31])([CH3:30])[C:3]([NH:5][C:6]1[C:7]([C:26]([O:28][CH3:29])=[O:27])=[C:8]([CH2:12][CH2:13][CH:14]2[CH2:18][CH2:17][CH2:16][N:15]2[C:19]([O:21][C:22]([CH3:23])([CH3:24])[CH3:25])=[O:20])[CH:9]=[CH:10][CH:11]=1)=[O:4]. Reagents/catalysts: [Pd] (palladium on carbon).